Dataset: the Open Reaction Database (ORD), a public repository of structured organic reaction records. Task: describe an organic reaction: reactants, conditions, products, and yield Reactants: Cl.CC1CNCCC1=O (racemic 3-methyl-piperidin-4-one hydrochloride), ClC(=O)OC (methyl chloroformate). Product: COC(=O)N1CC(C(CC1)=O)C (Racemic 3-methyl-4-oxo-piperidine-1-carboxylic acid methyl ester). RXN SMILES: Cl.[CH3:2][CH:3]1[C:8](=[O:9])[CH2:7][CH2:6][NH:5][CH2:4]1.Cl[C:11]([O:13][CH3:14])=[O:12]>>[CH3:14][O:13][C:11]([N:5]1[CH2:6][CH2:7][C:8](=[O:9])[CH:3]([CH3:2])[CH2:4]1)=[O:12] |f:0.1|. Procedure: Racemic 3-methyl-4-oxo-piperidine-1-carboxylic acid methyl ester was prepared in the same manner from racemic 3-methyl-piperidin-4-one hydrochloride and methyl chloroformate. The reactants are C(CCCC\C=C/C\C=C/C\C=C/C\C=C/CC)(=O)O (stearidonic acid), (n-3)-eicosatetraenoic acid, C(CCCC\C=C/C\C=C/C\C=C/CCCCC)(=O)O (γ-linolenic acid), CCCCC/C=C\C/C=C\C/C=C\CCCCCCC(=O)O (dihomo-γ-linolenic acid). Product: C(CCCCCCC\C=C/C\C=C/CCCCC)(=O)O (Linoleic acid), C(CCCCCCC\C=C/CCCCCCCC)(=O)O (oleic acid). As a reaction SMILES: [C:1]([OH:20])(=[O:19])[CH2:2][CH2:3][CH2:4][CH2:5]/[CH:6]=[CH:7]\[CH2:8]/[CH:9]=[CH:10]\[CH2:11]/[CH:12]=[CH:13]\[CH2:14][CH2:15][CH2:16][CH2:17][CH3:18].CC[CH2:23][CH2:24][CH2:25]/[CH:26]=[CH:27]\[CH2:28]/[CH:29]=[CH:30]\[CH2:31]/[CH:32]=[CH:33]\[CH2:34][CH2:35][CH2:36][CH2:37][CH2:38][CH2:39][C:40]([OH:42])=[O:41].C(O)(=O)CCCC/C=C\C/C=C\C/C=C\C/C=C\CC>>[C:1]([OH:20])(=[O:19])[CH2:2][CH2:3][CH2:4][CH2:5][CH2:6][CH2:7][CH2:8]/[CH:9]=[CH:10]\[CH2:11]/[CH:12]=[CH:13]\[CH2:14][CH2:15][CH2:16][CH2:17][CH3:18].[C:40]([OH:42])(=[O:41])[CH2:39][CH2:38][CH2:37][CH2:36][CH2:35][CH2:34][CH2:33]/[CH:32]=[CH:31]\[CH2:30][CH2:29][CH2:28][CH2:27][CH2:26][CH2:25][CH2:24][CH3:23]. Procedure: A number of enzymes are involved in PUFA biosynthesis including Δ5-desaturase (see FIG. 11). For example, elongase (elo) catalyzes the conversion of γ-linolenic acid (GLA) to dihomo-γ-linolenic acid (DGLA) and of stearidonic acid (18:4n-3) to (n-3)-eicosatetraenoic acid (20:4n-3). Linoleic acid (LA, 18:2-Δ9, 12 or 18:2n-6) is produced from oleic acid (18:1-Δ9) by a Δ12-desaturase. GLA (18:3-Δ6, 9, 12) is produced from linoleic acid by a Δ6-desaturase. The solvent is PUFA. Starting materials: C[Mg]Cl (methylmagnesium chloride), Cl (HCl), CC1OCCC1 (2-methyltetrahydrofuran), ClC=1C=CC=2N(N1)C=C(N2)C(=O)OCC (Ethyl 6-chloroimidazo[1,2-B]pyridazine-2-carboxylate). Solvent: C1(=CC=CC=C1)C (toluene), C(C)(=O)OCC (ethyl acetate). Reaction conditions: temperature -20 celsius, time 30 minute. The product is ClC=1C=CC=2N(N1)C=C(N2)C(C)(C)O (2-(6-Chloroimidazo[1,2-b]pyridazin-2-yl)propan-2-ol). Reaction SMILES: [CH3:1][CH:2]1[CH2:6][CH2:5]C[O:3]1.[CH3:7][Mg]Cl.[Cl:10][C:11]1[CH:12]=[CH:13][C:14]2[N:15](C=C(C(OCC)=O)[N:19]=2)[N:16]=1.Cl>C1(C)C=CC=CC=1.C(OCC)(=O)C>[Cl:10][C:11]1[CH:12]=[CH:13][C:14]2[N:15]([CH:5]=[C:6]([C:2]([OH:3])([CH3:1])[CH3:7])[N:19]=2)[N:16]=1. Reported procedure: A solution of 2-methyltetrahydrofuran (0.45 mL, 4.43 mmol) in toluene (6.1 mL) was cooled to −20° C. and methylmagnesium chloride (14.8 ml, 44.3 mmol) was added dropwise over five minutes. The solution was stirred for 30 minutes at −20° C., warmed to 0° C. and stirred for 15 minutes, and then re-cooled to −20° C. Ethyl 6-chloroimidazo[1,2-B]pyridazine-2-carboxylate (1 g, 4.43 mmol) was added in portions and the resulting mixture was stirred at 0° C. for 30 minutes then poured into a flask contai... Starting materials: FC1=CC=C(N)C=C1 (4-fluoroaniline), CC=1C(=NC(=NC1C)N1C(C2=C(CC1)C=CS2)C)Cl (5,6-dimethyl-2-(7-methyl-4,5,6,7-tetrahydrothieno[2,3-c]pyridin-6-yl)-4-chloropyrimidine). Run in CN(C=O)C (dimethylformamide). Product: Cl.CC=1C(=NC(=NC1C)N1C(C2=C(CC1)C=CS2)C)NC2=CC=C(C=C2)F (5,6-dimethyl-2-(7-methyl-4,5,6,7-tetrahydrothieno[2,3-c]pyridin-6-yl)-4-(4-fluorophenylamino)pyrimidine hydrochloride). Isolated yield 26.5%. RXN SMILES: [F:1][C:2]1[CH:8]=[CH:7][C:5]([NH2:6])=[CH:4][CH:3]=1.[CH3:9][C:10]1[C:11]([Cl:27])=[N:12][C:13]([N:17]2[CH2:22][CH2:21][C:20]3[CH:23]=[CH:24][S:25][C:19]=3[CH:18]2[CH3:26])=[N:14][C:15]=1[CH3:16]>CN(C)C=O>[ClH:27].[CH3:9][C:10]1[C:11]([NH:6][C:5]2[CH:7]=[CH:8][C:2]([F:1])=[CH:3][CH:4]=2)=[N:12][C:13]([N:17]2[CH2:22][CH2:21][C:20]3[CH:23]=[CH:24][S:25][C:19]=3[CH:18]2[CH3:26])=[N:14][C:15]=1[CH3:16] |f:3.4|. Reported procedure: After 4-fluoroaniline(0.3 ml, 3 mmol) was added to a mixture solution of 5,6-dimethyl-2-(7-methyl-4,5,6,7-tetrahydrothieno[2,3-c]pyridin-6-yl)-4-chloropyrimidine (0.4 g, 1.4 mmol) and dimethylformamide(10 ml), 0.15 g of the titled compound was obtained in accordance with the same procedure as in Step 4 of Example 57. The yield is 135.8%. Procedure: 1.5N butyllithium (14.9 ml, 22.4 mmole) was added under the argon atmosphere to a solution of diisopropylamine (3.3 ml, 23.8 mmole) in tetrahydrofuran (40 ml) at -78° C., and the mixture was stirred for 1.5 hours. Next, a solution of ethyl propiolate (2.7 ml, 26.8 mmole) in tetrahydrofuran (10 ml) and a solution of 5-methoxymethoxy-2-nitrobenzaldehyde (3.15 g, 14.9 mmole) in tetrahydrofuran (10 ml) were added in this sequence, and the reaction mixture was stirred at -78° C. for further 1 hour. A... Run in O1CCCC1 (tetrahydrofuran), O1CCCC1 (tetrahydrofuran), O1CCCC1 (tetrahydrofuran), O1CCCC1 (tetrahydrofuran). The product is OC(C#CC(=O)OCC)C1=C(C=CC(=C1)OCOC)[N+](=O)[O-] (ethyl 4-hydroxy-4-(5-methoxymethoxy-2-nitrophenyl)-2-butynoate). Run at time 1.5 hour. Reactants: C(C)(=O)O (acetic acid), C(CCC)[Li] (butyllithium), C(C)(C)NC(C)C (diisopropylamine), C(C#C)(=O)OCC (ethyl propiolate), COCOC=1C=CC(=C(C=O)C1)[N+](=O)[O-] (5-methoxymethoxy-2-nitrobenzaldehyde). Reaction SMILES: C([Li])CCC.C(NC(C)C)(C)C.[C:13]([O:17][CH2:18][CH3:19])(=[O:16])[C:14]#[CH:15].[CH3:20][O:21][CH2:22][O:23][C:24]1[CH:25]=[CH:26][C:27]([N+:32]([O-:34])=[O:33])=[C:28]([CH:31]=1)[CH:29]=[O:30].C(O)(=O)C>O1CCCC1>[OH:30][CH:29]([C:28]1[CH:31]=[C:24]([O:23][CH2:22][O:21][CH3:20])[CH:25]=[CH:26][C:27]=1[N+:32]([O-:34])=[O:33])[C:15]#[C:14][C:13]([O:17][CH2:18][CH3:19])=[O:16]. The reactants are CO, CN1CCN(Cc2ccc(C(=O)OC(C)(C)C)cc2C(F)F)CC1. The product is CN1CCN(Cc2ccc(C(=O)O)cc2C(F)F)CC1. RXN SMILES: [CH3:25][OH:26].[F:1][CH:2]([c:3]1[cH:4][c:5]([C:6](=[O:7])[O:8][C:9]([CH3:10])([CH3:11])[CH3:12])[cH:13][cH:14][c:15]1[CH2:16][N:17]1[CH2:18][CH2:19][N:20]([CH3:23])[CH2:21][CH2:22]1)[F:24]>>[F:1][CH:2]([c:3]1[cH:4][c:5]([C:6](=[O:7])[OH:8])[cH:13][cH:14][c:15]1[CH2:16][N:17]1[CH2:18][CH2:19][N:20]([CH3:23])[CH2:21][CH2:22]1)[F:24]. Reactants: COC1=CC=C(CN(C2=NC=CC=C2)CCN(CCCCN)C)C=C1 (N-[2-[N-(4-methoxybenzyl)-N-(2-pyridyl)amino]ethyl]-N-methyl-1,4-butanediamine), C(#N)NC(OC1=CC=CC=C1)=NCCSCC=1N=C(SC1)NC(=N)N (N-cyano-N'-[2-[[(2-guanidino-4-thiazolyl)methyl]thio]ethyl]-O-phenyl-isourea). Yields the product C(#N)NC(=NCCCCN(C)CCN(C1=NC=CC=C1)CC1=CC=C(C=C1)OC)NCCSCC=1N=C(SC1)NC(=N)N (N-cyano-N'-[2-[[(2-guanidino-4-thiazolyl)methyl]thio]ethyl]-N"-[4-[N-[2-[N-(4-methoxybenzyl)-N-(2-pyridyl)amino]ethyl]-N-methylamino]butyl]guanidine). RXN SMILES: [CH3:1][O:2][C:3]1[CH:25]=[CH:24][C:6]([CH2:7][N:8]([CH2:15][CH2:16][N:17]([CH3:23])[CH2:18][CH2:19][CH2:20][CH2:21][NH2:22])[C:9]2[CH:14]=[CH:13][CH:12]=[CH:11][N:10]=2)=[CH:5][CH:4]=1.[C:26]([NH:28][C:29](=[N:37][CH2:38][CH2:39][S:40][CH2:41][C:42]1[N:43]=[C:44]([NH:47][C:48]([NH2:50])=[NH:49])[S:45][CH:46]=1)OC1C=CC=CC=1)#[N:27]>>[C:26]([NH:28][C:29]([NH:37][CH2:38][CH2:39][S:40][CH2:41][C:42]1[N:43]=[C:44]([NH:47][C:48]([NH2:50])=[NH:49])[S:45][CH:46]=1)=[N:22][CH2:21][CH2:20][CH2:19][CH2:18][N:17]([CH2:16][CH2:15][N:8]([CH2:7][C:6]1[CH:24]=[CH:25][C:3]([O:2][CH3:1])=[CH:4][CH:5]=1)[C:9]1[CH:14]=[CH:13][CH:12]=[CH:11][N:10]=1)[CH3:23])#[N:27]. Procedure: Preparation is effected analogously to Example 1, using 0.54 g (1.6 mol) of N-[2-[N-(4-methoxybenzyl)-N-(2-pyridyl)amino]ethyl]-N-methyl-1,4-butanediamine and the equimolar amount of N-cyano-N'-[2-[[(2-guanidino-4-thiazolyl)methyl]thio]ethyl]-O-phenyl-isourea as starting materials. Working up by chromatography analogously to Example 1 yields the purified title compound in the form of a dry foam. MS (+FAB method): m/z (rel. int. [%])=624 ([M+H]+, 1), 121 (100) IR (KBr): 2163 cm-1 (C≡N). Starting materials: C(C(C)(C)C)(=O)NC=1N=C(C2=C(N1)NCC(C2)CCC2=CC(=NN2)C(=O)OCC)O (ethyl 5-[2-(2-pivaloylamino-4-hydroxy-5,6,7,8-tetrahydropyrido[2,3-d]pyrimidin-6-yl)ethyl]pyrazole-3-carboxylate), [OH-].[Na+] (sodium hydroxide). Product: NC=1N=C(C2=C(N1)NCC(C2)CCC2=CC(=NN2)C(=O)O)O (5-[2-(amino-4-hydroxy-5,6,7,8-tetrahydropyrido[2,3-d]pyrimidin-6-yl)ethyl]pyrazole-3-carboxylic acid). Isolated yield 80.6%. Reaction SMILES: C([NH:7][C:8]1[N:9]=[C:10]([OH:30])[C:11]2[CH2:17][CH:16]([CH2:18][CH2:19][C:20]3[NH:24][N:23]=[C:22]([C:25]([O:27]CC)=[O:26])[CH:21]=3)[CH2:15][NH:14][C:12]=2[N:13]=1)(=O)C(C)(C)C.[OH-].[Na+]>>[NH2:7][C:8]1[N:9]=[C:10]([OH:30])[C:11]2[CH2:17][CH:16]([CH2:18][CH2:19][C:20]3[NH:24][N:23]=[C:22]([C:25]([OH:27])=[O:26])[CH:21]=3)[CH2:15][NH:14][C:12]=2[N:13]=1 |f:1.2|. Procedure: Upon saponification of ethyl 5-[2-(2-pivaloylamino-4-hydroxy-5,6,7,8-tetrahydropyrido[2,3-d]pyrimidin-6-yl)ethyl]pyrazole-3-carboxylate (637 mg, 1.5 mmol) with 1N sodium hydroxide (3 mL) as described in Example 11, there is obtained 5-[2-(amino-4-hydroxy-5,6,7,8-tetrahydropyrido[2,3-d]pyrimidin-6-yl)ethyl]pyrazole-3-carboxylic acid (368 mg, 80%, mp >260° C.): 1H NMR (DMSOd6) δ 12.90 (br s, 1H), 9.85 (br s, 1H), 6.67 (s, 1H), 6.42 (s, 1H), 6.27 (s, 1H), 5.96 (s, 2H), 3.16 (br d, 1H, J=107 Hz), 2.... The product is Nc1c(F)c(N2CCC(n3cc(-c4ccccc4)nn3)C2)c(F)c2c1c(=O)c(C(=O)O)cn2C1CC1. Reactants: Cl, [N-]=[N+]=C1CCCCCCCCCC1C1CCCCCCCCCC1, Nc1c(F)c(F)c(F)c2c1c(=O)c(C(=O)O)cn2C1CC1, c1ccc(-c2cn(C3CCNC3)nn2)cc1, c1ccncc1. RXN SMILES: [ClH:22].[N+:39](=[C:40]1[CH2:41][CH2:42][CH2:43][CH2:44][CH2:45][CH2:46][CH2:47][CH2:48][CH2:49][CH:50]1[CH:51]1[CH2:52][CH2:53][CH2:54][CH2:55][CH2:56][CH2:57][CH2:58][CH2:59][CH2:60][CH2:61]1)=[N-:62].[NH2:1][c:2]1[c:3]2[c:4](=[O:21])[c:5]([C:18](=[O:19])[OH:20])[cH:6][n:7]([CH:15]3[CH2:16][CH2:17]3)[c:8]2[c:9]([F:14])[c:10]([F:13])[c:11]1[F:12].[c:23]1(-[c:29]2[n:30][n:31][n:32]([CH:34]3[CH2:35][NH:36][CH2:37][CH2:38]3)[cH:33]2)[cH:24][cH:25][cH:26][cH:27][cH:28]1.[cH:63]1[cH:64][cH:65][n:66][cH:67][cH:68]1>>[NH2:1][c:2]1[c:3]2[c:4](=[O:21])[c:5]([C:18](=[O:19])[OH:20])[cH:6][n:7]([CH:15]3[CH2:16][CH2:17]3)[c:8]2[c:9]([F:14])[c:10]([N:36]2[CH2:35][CH:34]([n:32]3[n:31][n:30][c:29](-[c:23]4[cH:24][cH:25][cH:26][cH:27][cH:28]4)[cH:33]3)[CH2:38][CH2:37]2)[c:11]1[F:12].